This data is from the Open Reaction Database (ORD), a public repository of structured organic reaction records. The task is: describe an organic reaction: reactants, conditions, products, and yield Product: FC=1C=C(CCNCC(=O)OCC)C=CC1 (ethyl 2-(3-fluorophenethylamino)acetate). Run in CO (MeOH). As a reaction SMILES: Br[CH2:2][C:3]([O:5][CH2:6][CH3:7])=[O:4].[F:8][C:9]1[CH:10]=[C:11]([CH:15]=[CH:16][CH:17]=1)[CH2:12][CH2:13][NH2:14]>CO>[F:8][C:9]1[CH:10]=[C:11]([CH:15]=[CH:16][CH:17]=1)[CH2:12][CH2:13][NH:14][CH2:2][C:3]([O:5][CH2:6][CH3:7])=[O:4]. Reactants: BrCC(=O)OCC (Ethyl bromoacetate), FC=1C=C(CCN)C=CC1 (3-fluorophenethylamine). Reported procedure: Ethyl bromoacetate (0.166 g, 0.11 mL, 0.001 mol) and 3-fluorophenethylamine (0.139 g, 0.13 mL, 0.001 mol) were stirred in MeOH (10 mL) for 48 h. The solvent was removed in vacuo, and the residue was purified by column chromatography (silica gel, hexanes:EtOAc=2:3) to generate VIII-3 (0.083 g, 37%). The reactants are C(#N)C1=NC=CC=C1 (2-cyanopyridine), C(C1=CC=CC=C1)OCCC1=C(C2=C(S1)C=CC=C2)Br (2-(2-benzyloxy-ethyl)-3-bromo-benzo[b]thiophene), CN(C)CCN(C)C (TMEDA), C1CCOC1 (THF), [Li]C(C)CC (sec-BuLi). The solvent is C1(=CC=CC=C1)C (toluene). Conditions: time 5 minute. The product is C(C1=CC=CC=C1)OCCC1=C(C2=C(S1)C=CC=C2)C(=O)C2=NC=CC=C2 ([2-(2-benzyloxy-ethyl)-benzo[b]thiophen-3-yl]-pyridin-2-yl-methanone). Yield: 41.0%. RXN SMILES: [CH2:1]([O:8][CH2:9][CH2:10][C:11]1[S:15][C:14]2[CH:16]=[CH:17][CH:18]=[CH:19][C:13]=2[C:12]=1Br)[C:2]1[CH:7]=[CH:6][CH:5]=[CH:4][CH:3]=1.CN(CCN(C)C)C.[Li]C(CC)C.[C:34]([C:36]1[CH:41]=[CH:40][CH:39]=[CH:38][N:37]=1)#N.C1C[O:45]CC1>C1(C)C=CC=CC=1>[CH2:1]([O:8][CH2:9][CH2:10][C:11]1[S:15][C:14]2[CH:16]=[CH:17][CH:18]=[CH:19][C:13]=2[C:12]=1[C:34]([C:36]1[CH:41]=[CH:40][CH:39]=[CH:38][N:37]=1)=[O:45])[C:2]1[CH:7]=[CH:6][CH:5]=[CH:4][CH:3]=1. Reported procedure: To a cooled solution (−78° C.) of 2-(2-benzyloxy-ethyl)-3-bromo-benzo[b]thiophene (9.6 g, 27.6 mmol) in anhydrous THF (200 mL), TMEDA (4.14 mL, 27.6 mmol) was added and the mixture was stirred for 5 min. After dropwise addition of sec-BuLi (23.3 mL, 30.3 mmol), while keeping the temperature below −60° C., the mixture was stirred for an additional 30 min at −78° C. A solution of 2-cyanopyridine (3.16 g, 30.34 mmol) in toluene (30 mL) was added and after stirring for 30 min at −78° C. the reaction... The reactants are CC(C)Br, [Cl-], [NH2-], [NH4+], [Na], C1CCOC1, N#CCc1cccs1. The product is CC(C)C(C#N)c1cccs1. Reaction SMILES: [Br:11][CH:12]([CH3:13])[CH3:14].[Cl-:15].[NH2-:10].[NH4+:16].[Na:9].[O:17]1[CH2:18][CH2:19][CH2:20][CH2:21]1.[s:1]1[c:2]([CH2:6][C:7]#[N:8])[cH:3][cH:4][cH:5]1>>[s:1]1[c:2]([CH:6]([C:7]#[N:8])[CH:12]([CH3:13])[CH3:14])[cH:3][cH:4][cH:5]1. The reactants are C(C)(OCC)(OCC)OCC (triethyl orthoacetate), O.C1(=CC=C(C=C1)S(=O)(=O)O)C (p-toluenesulfonic acid hydrate), CC1(COC2=C1C(=CC=C2C)OC2=CC=C(C=N2)NC(=O)NN)C (N-{6-[(3,3,7-trimethyl-2,3-dihydro-1-benzofuran-4-yl)oxy]pyridin-3-yl}hydrazinecarboxamide), C(C)(OCC)(OCC)OCC (triethyl orthoacetate), O.C1(=CC=C(C=C1)S(=O)(=O)O)C (p-toluenesulfonic acid hydrate), C(=O)([O-])[O-].[Na+].[Na+] (Na2CO3). Run in C(C)(=O)OCC (ethyl acetate), O (water), CCO (EtOH). The product is CC=1N(C(NN1)=O)C=1C=NC(=CC1)OC1=CC=C(C2=C1C(CO2)(C)C)C (5-methyl-4-{6-[(3,3,7-trimethyl-2,3-dihydro-1-benzofuran-4-yl)oxy]pyridin-3-yl}-2,4-dihydro-3H-1,2,4-triazol-3-one). Reaction SMILES: [CH3:1][C:2]1([CH3:24])[C:6]2[C:7]([O:12][C:13]3[N:18]=[CH:17][C:16]([NH:19][C:20]([NH:22][NH2:23])=[O:21])=[CH:15][CH:14]=3)=[CH:8][CH:9]=[C:10]([CH3:11])[C:5]=2[O:4][CH2:3]1.[C:25](OCC)(OCC)(OCC)[CH3:26].O.C1(C)C=CC(S(O)(=O)=O)=CC=1.C([O-])([O-])=O.[Na+].[Na+]>CCO.C(OCC)(=O)C.O>[CH3:25][C:26]1[N:19]([C:16]2[CH:17]=[N:18][C:13]([O:12][C:7]3[C:6]4[C:2]([CH3:24])([CH3:1])[CH2:3][O:4][C:5]=4[C:10]([CH3:11])=[CH:9][CH:8]=3)=[CH:14][CH:15]=2)[C:20](=[O:21])[NH:22][N:23]=1 |f:2.3,4.5.6|. Procedure: The crude N-{6-[(3,3,7-trimethyl-2,3-dihydro-1-benzofuran-4-yl)oxy]pyridin-3-yl}hydrazinecarboxamide (330 mg, 1.0 mmol) was suspended in EtOH (4.5 mL) and triethyl orthoacetate (3 equiv) was added, followed by p-toluenesulfonic acid hydrate (0.1 equiv). The resulting solution was heated to reflux for 24 hrs and then evaporated to dryness. Since the reaction was not complete, the residue was re-dissolved in EtOH (4.5 mL), more triethyl orthoacetate (3 equiv) and p-toluenesulfonic acid hydrate (0.... The reactants are CNC(=O)NN, CC(=O)c1cnc2nnn(Cc3ccc4ncccc4c3)c2n1. Product: CNC(=O)NN=C(C)c1cnc2nnn(Cc3ccc4ncccc4c3)c2n1. RXN SMILES: [CH3:24][NH:25][C:26](=[O:27])[NH:28][NH2:29].[n:1]1[cH:2][cH:3][cH:4][c:5]2[cH:6][c:7]([CH2:11][n:12]3[n:13][n:14][c:15]4[c:16]3[n:17][c:18]([C:21]([CH3:22])=[O:23])[cH:19][n:20]4)[cH:8][cH:9][c:10]12>>[n:1]1[cH:2][cH:3][cH:4][c:5]2[cH:6][c:7]([CH2:11][n:12]3[n:13][n:14][c:15]4[c:16]3[n:17][c:18]([C:21]([CH3:22])=[N:29][NH:28][C:26]([NH:25][CH3:24])=[O:27])[cH:19][n:20]4)[cH:8][cH:9][c:10]12.